Dataset: the Open Reaction Database (ORD), a public repository of structured organic reaction records. Task: describe an organic reaction: reactants, conditions, products, and yield Yield: 96.3%. Reaction conditions: time 15 minute. RXN SMILES: [Cl:1][C:2]1[CH:3]=[C:4]([CH:9]([CH2:14][C:15]([NH:17][CH2:18][C:19]2[CH:24]=[CH:23][CH:22]=[CH:21]C=2)=[O:16])[CH2:10][C:11]([OH:13])=O)[CH:5]=[CH:6][C:7]=1[Cl:8].[C:25](N1C=CN=C1)(N1C=CN=C1)=O.[BH4-].[Na+]>CCOC(C)=O.O.CCOCC>[Cl:1][C:2]1[CH:3]=[C:4]([CH:9]([CH2:10][CH2:11][OH:13])[CH2:14][C:15]([N:17]([CH3:25])[C:18]2[CH:19]=[CH:24][CH:23]=[CH:22][CH:21]=2)=[O:16])[CH:5]=[CH:6][C:7]=1[Cl:8] |f:2.3|. Procedure details: 3,4-Dichloro-beta-[2-[(phenyl)methylamino]-2-oxoethyl]benzenepropanoic acid (0.98 g) in EtOAc (25 mL) was treated with carbonyldiimidazole (0.653 g) and N,N-dimethylaminopyridine (trace). The resulting solution was stirred at room temperature for 15 minutes and then heated at 50° C. for two hours. The reaction mixture was cooled to 0° C. and treated with a solution of NaBH4 (0.668 g) in H2O (10 mL), warmed slowly to room temperature and stirred for 12 hours. The reaction mixture was then diluted... The product is ClC=1C=C(C=CC1Cl)C(CC(=O)N(C1=CC=CC=C1)C)CCO (3,4-Dichloro-beta-(2-hydroxyethyl)-N-methyl-N-phenylbenzenepropanamide). Run in O (H2O), CCOC(=O)C (EtOAc), CCOCC (Et2O). The reactants are [BH4-].[Na+] (NaBH4), ClC=1C=C(C=CC1Cl)C(CC(=O)O)CC(=O)NCC1=CC=CC=C1 (3,4-Dichloro-beta-[2-[(phenyl)methylamino]-2-oxoethyl]benzenepropanoic acid), C(=O)(N1C=NC=C1)N1C=NC=C1 (carbonyldiimidazole), N,N-dimethylaminopyridine. Reactants: COC=1C(C(=C(C(C1OC)=O)CC=1C=C(C=CC1)CC(=O)O)C)=O (3-(5,6-dimethoxy-3-methyl-1,4-benzoquinon-2-ylmethyl)phenylacetic Acid), N1CCSCC1 (thiomorpholine). The product is COC=1C(C(=C(C(C1OC)=O)CC=1C=C(C=CC1)CC(=O)N1CCSCC1)C)=O (N-[3-(5,6-dimethoxy-3-methyl-1,4-benzoquinon-2-ylmethyl)phenylacetyl]thiomorpholine). The yield is 40.7%. As a reaction SMILES: [CH3:1][O:2][C:3]1[C:4](=[O:24])[C:5]([CH3:23])=[C:6]([CH2:12][C:13]2[CH:14]=[C:15]([CH2:19][C:20](O)=[O:21])[CH:16]=[CH:17][CH:18]=2)[C:7](=[O:11])[C:8]=1[O:9][CH3:10].[NH:25]1[CH2:30][CH2:29][S:28][CH2:27][CH2:26]1>>[CH3:1][O:2][C:3]1[C:4](=[O:24])[C:5]([CH3:23])=[C:6]([CH2:12][C:13]2[CH:14]=[C:15]([CH2:19][C:20]([N:25]3[CH2:30][CH2:29][S:28][CH2:27][CH2:26]3)=[O:21])[CH:16]=[CH:17][CH:18]=2)[C:7](=[O:11])[C:8]=1[O:9][CH3:10]. Procedure: 3-(5,6-dimethoxy-3-methyl-1,4-benzoquinon-2-ylmethyl)phenylacetic acid (90 mg, 0.27 mmol) obtained in Example 57 and thiomorpholine (0.040 ml, 0.41 mmol) were used, and a method similar to that described in Example 46 was employed to obtain the title compound (47 mg, 0.11 mmol, yield 41%). The reactants are acid anhydride, C(=O)[O-].[Na+] (sodium formate), CCN(C(C)C)C(C)C (Hunig's base), C(C)(C)(C)OC(NC1(CC1)C1=NC=C(C=C1)I)=O ([1-(5-iodo-pyridin-2-yl)-cyclopropyl]-carbamic acid tert-butyl ester), [Li+].[Cl-] (LiCl). Reagents/catalysts: CC(=O)[O-].CC(=O)[O-].[Pd+2] (Pd(OAc)2). The solvent is CN(C)C=O (DMF), CN(C)C=O (DMF). Conditions: time 45 minute. Product: C(C)(C)(C)OC(=O)NC1(CC1)C1=NC=C(C(=O)O)C=C1 (6-(1-tert-butoxycarbonylamino-cyclopropyl)-nicotinic acid). Isolated yield 38.3%. RXN SMILES: [CH:1]([O-:3])=[O:2].[Na+].CCN(C(C)C)C(C)C.[C:14]([O:18][C:19](=[O:31])[NH:20][C:21]1([C:24]2[CH:29]=[CH:28][C:27](I)=[CH:26][N:25]=2)[CH2:23][CH2:22]1)([CH3:17])([CH3:16])[CH3:15].[Li+].[Cl-]>CN(C=O)C.CC([O-])=O.CC([O-])=O.[Pd+2]>[C:14]([O:18][C:19]([NH:20][C:21]1([C:24]2[CH:29]=[CH:28][C:27]([C:1]([OH:3])=[O:2])=[CH:26][N:25]=2)[CH2:23][CH2:22]1)=[O:31])([CH3:17])([CH3:16])[CH3:15] |f:0.1,4.5,7.8.9|. Procedure: To a solution of acid anhydride (0.89 mL, 9.4 mmol) in DMF (10 mL) in a pressure tube was added sodium formate (0.96 g, 14.2 mmol) and Hunig's base (1.6 mL, 9.4 mmol). The pressure tube was sealed and the mixture allowed to stir at room temperature for 45 minutes. The tube was opened and a solution of [1-(5-iodo-pyridin-2-yl)-cyclopropyl]-carbamic acid tert-butyl ester (1.7 g, 4.7 mmol) in DMF (3 mL) was added followed by LiCl (0.60 g, 14.2 mmol) and Pd(OAc)2 (0.11 g, 0.47 mmol). The reaction ve... Reactants: FC1=C(CC2=CC=C(N=N2)Cl)C=CC=C1 (6-(2-Fluorobenzyl)-3-chloropyridazine), C(C)(=O)[O-].[Na+] (Sodium acetate). Solvent: C(C)(=O)O (acetic acid), O (water). Run at temperature 110 celsius. The product is FC1=C(CC=2C=CC(NN2)=O)C=CC=C1 (6-(2-fluorobenzyl)-2H-pyridazin-3-one). Yield: 65.6%. As a reaction SMILES: [F:1][C:2]1[CH:15]=[CH:14][CH:13]=[CH:12][C:3]=1[CH2:4][C:5]1[N:10]=[N:9][C:8](Cl)=[CH:7][CH:6]=1.C([O-])(=[O:18])C.[Na+]>C(O)(=O)C.O>[F:1][C:2]1[CH:15]=[CH:14][CH:13]=[CH:12][C:3]=1[CH2:4][C:5]1[CH:6]=[CH:7][C:8](=[O:18])[NH:9][N:10]=1 |f:1.2|. Reported procedure: 6-(2-Fluorobenzyl)-3-chloropyridazine (2.5 g, 11.2 mmol) [prepared as described above] was dissolved in acetic acid (15 ml). Sodium acetate (3.37 g, 24.8 mmol) was added and the reaction mixture was heated at 110° C. under a nitrogen atmosphere. After 1.5 h the reaction mixture was diluted with water and the product was extracted into ethyl acetate. The organic extracts were washed with water, aqueous NaHCO3 and brine, and dried over MgSO4. The solvent was removed in vacuo and the crude product ...